Dataset: the Open Reaction Database (ORD), a public repository of structured organic reaction records. Task: describe an organic reaction: reactants, conditions, products, and yield Product: CN1N=C(C=C1)NC(=O)C1=NC=C(C=C1)OC1=CC(=CC2=C1CC(O2)(C)C)C(NC2=NN(C=C2)C)=O (5-[2,2-Dimethyl-6-(1-methyl-1H-pyrazol-3-ylcarbamoyl)-2,3-dihydro-benzofuran-4-yloxy]-pyridine-2-carboxylic acid (1-methyl-1H-pyrazol-3-yl)-amide), solid. RXN SMILES: [C:1]([C:4]1[CH:14]=[C:13]([O:15][C:16]2[CH:17]=[CH:18][C:19]([C:22]([OH:24])=O)=[N:20][CH:21]=2)[C:7]2[CH2:8][C:9]([CH3:12])([CH3:11])[O:10][C:6]=2[CH:5]=1)(O)=[O:2].[NH2:25][C:26]1[CH:30]=[CH:29][N:28]([CH3:31])[N:27]=1>>[CH3:31][N:28]1[CH:29]=[CH:30][C:26]([NH:25][C:22]([C:19]2[CH:18]=[CH:17][C:16]([O:15][C:13]3[C:7]4[CH2:8][C:9]([CH3:12])([CH3:11])[O:10][C:6]=4[CH:5]=[C:4]([C:1](=[O:2])[NH:25][C:26]4[CH:30]=[CH:29][N:28]([CH3:31])[N:27]=4)[CH:14]=3)=[CH:21][N:20]=2)=[O:24])=[N:27]1. Yield: 80.0%. Reported procedure: The title compound was prepared in a similar manner as described for Example 149, from 5-(6-carboxy-2,2-dimethyl-2,3-dihydro-benzofuran-4-yloxy)-pyridine-2-carboxylic acid (163b) (111 mg, 0.288 mmol) and 3-amino-1-methyl-pyrazole (56 mg, 0.576 mmol) to give a white solid (112 mg, 80% yield). 1H NMR (400 MHz, CDCl3) δ 10.19 (s, 1 H) 8.98 (s, 1 H) 8.30 (d, J=2.53 Hz, 1 H) 8.22 (d, J=8.59 Hz, 1 H) 7.28-7.38 (m, 2 H) 7.24-7.28 (m, 1 H) 7.07 (d, J=3.03 Hz, 2 H) 6.79 (d, J=2.02 Hz, 1 H) 6.83 (d, J=2.2... The reactants are C(=O)(O)C1=CC2=C(CC(O2)(C)C)C(=C1)OC=1C=CC(=NC1)C(=O)O (5-(6-carboxy-2,2-dimethyl-2,3-dihydro-benzofuran-4-yloxy)-pyridine-2-carboxylic acid), NC1=NN(C=C1)C (3-amino-1-methyl-pyrazole). Reactants: CI, CO, Cl, [K+], [OH-], O, O=C(NS(=O)(=O)c1ccccc1)c1ccc2nc(S)n(Cc3ccc(-c4ccccc4)cc3)c2c1. The product is CSc1nc2ccc(C(=O)NS(=O)(=O)c3ccccc3)cc2n1Cc1ccc(-c2ccccc2)cc1. As a reaction SMILES: [CH3:3][I:4].[CH3:41][OH:42].[ClH:40].[K+:2].[OH-:1].[OH2:43].[c:5]1([S:11](=[O:12])(=[O:13])[NH:14][C:15](=[O:16])[c:17]2[cH:18][cH:19][c:20]3[c:21]([n:22]([CH2:26][c:27]4[cH:28][cH:29][c:30](-[c:33]5[cH:34][cH:35][cH:36][cH:37][cH:38]5)[cH:31][cH:32]4)[c:23]([SH:25])[n:24]3)[cH:39]2)[cH:6][cH:7][cH:8][cH:9][cH:10]1>>[CH3:3][S:25][c:23]1[n:22]([CH2:26][c:27]2[cH:28][cH:29][c:30](-[c:33]3[cH:34][cH:35][cH:36][cH:37][cH:38]3)[cH:31][cH:32]2)[c:21]2[c:20]([cH:19][cH:18][c:17]([C:15]([NH:14][S:11]([c:5]3[cH:6][cH:7][cH:8][cH:9][cH:10]3)(=[O:12])=[O:13])=[O:16])[cH:39]2)[n:24]1. Reactants: O[C@@H](CO)[C@H]1OC(C(=C1[O-])O)=O.[Na+] (sodium (R)-2-((S)-1,2-dihydroxyethyl)-4-hydroxy-5-oxo-2,5-dihydrofuran-3-olate), CN(CC(=O)NC1=NNC2=CC=C(C=C12)C#C)C (2-(dimethylamino)-N-(5-ethynyl-1H-indazol-3-yl)acetamide), N(=[N+]=[N-])CC1=CC(=CC=C1)C (1-(azidomethyl)-3-methylbenzene), O (water). The reagents and catalysts are O.O.O.O.O.S(=O)(=O)([O-])[O-].[Cu+2] (copper (II) sulfate pentahydrate). The solvent is C(C)(C)(C)O (tert-butanol). Run at temperature 60 celsius. Product: CN(CC(=O)NC1=NNC2=CC=C(C=C12)C=1N=NN(C1)CC1=CC(=CC=C1)C)C (N2,N2-dimethyl-N1-{5-[1-(3-methylbenzyl)-1H-1,2,3-triazol-4-yl]-1H-indazol-3-yl}glycinamide). RXN SMILES: [CH3:1][N:2]([CH3:18])[CH2:3][C:4]([NH:6][C:7]1[C:15]2[C:10](=[CH:11][CH:12]=[C:13]([C:16]#[CH:17])[CH:14]=2)[NH:9][N:8]=1)=[O:5].[N:19]([CH2:22][C:23]1[CH:28]=[CH:27][CH:26]=[C:25]([CH3:29])[CH:24]=1)=[N+:20]=[N-:21].O.O[C@H]([C@@H]1C([O-])=C(O)C(=O)O1)CO.[Na+]>C(O)(C)(C)C.O.O.O.O.O.S([O-])([O-])(=O)=O.[Cu+2]>[CH3:1][N:2]([CH3:18])[CH2:3][C:4]([NH:6][C:7]1[C:15]2[C:10](=[CH:11][CH:12]=[C:13]([C:16]3[N:21]=[N:20][N:19]([CH2:22][C:23]4[CH:28]=[CH:27][CH:26]=[C:25]([CH3:29])[CH:24]=4)[CH:17]=3)[CH:14]=2)[NH:9][N:8]=1)=[O:5] |f:3.4,6.7.8.9.10.11.12|. Procedure details: To a suspension of Example 282E (0.16 g, 0.660 mmol) in tert-butanol (1.2 mL) was added 1-(azidomethyl)-3-methylbenzene (0.098 g, 0.667 mmol), then water (1.2 mL). A solution of sodium (R)-2-((S)-1,2-dihydroxyethyl)-4-hydroxy-5-oxo-2,5-dihydrofuran-3-olate (0.057 mL, 0.066 mmol, 1.6 M in water) and an aqueous solution of copper (II) sulfate pentahydrate (0.019 mL, 6.6 μmol, 0.34M) was added. The reaction mixture was heated at about 60° C. for about 2 hours. The solvent was removed under reduced ... Starting materials: CC[N+](CC)(CC)Cc1ccccc1, [Cl-], COc1ccc2[nH]c3c(C)c4ccnc(Cl)c4cc3c2c1, Cl. Product: Cc1c2ccnc(Cl)c2cc2c1[nH]c1ccc(O)cc12. RXN SMILES: [CH2:24]([N+:25]([CH2:26][CH3:27])([CH2:28][CH3:29])[CH2:30][CH3:31])[c:32]1[cH:33][cH:34][cH:35][cH:36][cH:37]1.[Cl-:23].[Cl:1][c:2]1[n:3][cH:4][cH:5][c:6]2[c:7]([CH3:21])[c:8]3[nH:9][c:10]4[cH:11][cH:12][c:13]([O:19][CH3:20])[cH:14][c:15]4[c:16]3[cH:17][c:18]12.[ClH:22]>>[Cl:1][c:2]1[n:3][cH:4][cH:5][c:6]2[c:7]([CH3:21])[c:8]3[nH:9][c:10]4[cH:11][cH:12][c:13]([OH:19])[cH:14][c:15]4[c:16]3[cH:17][c:18]12.